describe an organic reaction: reactants, conditions, products, and yield From a dataset of the Open Reaction Database (ORD), a public repository of structured organic reaction records. Starting materials: C(C1=CC=CC=C1)OC(NCC=1SC(=NN1)C1=CC=C(C=C1)OCC1=CC=CC=C1)=O (benzyl((5-(4-(benzyloxy)phenyl)-1,3,4-thiadiazol-2-yl)methyl)carbamate). Solvent: Br (HBr), C(C)(=O)O (acetic acid), C(C)OCC (diethyl ether). Yields the product NCC1=NN=C(S1)C1=CC=C(C=C1)O (4-(5-(aminomethyl)-1,3,4-thiadiazol-2-yl)phenol). Reaction SMILES: C(OC(=O)[NH:10][CH2:11][C:12]1[S:13][C:14]([C:17]2[CH:22]=[CH:21][C:20]([O:23]CC3C=CC=CC=3)=[CH:19][CH:18]=2)=[N:15][N:16]=1)C1C=CC=CC=1>Br.C(O)(=O)C.C(OCC)C>[NH2:10][CH2:11][C:12]1[S:13][C:14]([C:17]2[CH:22]=[CH:21][C:20]([OH:23])=[CH:19][CH:18]=2)=[N:15][N:16]=1. Procedure details: A solution of benzyl((5-(4-(benzyloxy)phenyl)-1,3,4-thiadiazol-2-yl)methyl)carbamate (7.4 g, 17.1 mmol) in 33% HBr in acetic acid (100 mL) and was stirred for 2 h. The resulting mixture was diluted with diethyl ether and the precipitate was collected and washed with diethyl ether to yield 4-(5-(aminomethyl)-1,3,4-thiadiazol-2-yl)phenol (MS m/z=408 MH+). The reactants are Fc1ccc(CBr)cc1, CCOC(C)=O, [H-], [Na+], C1CCOC1, Cc1nc(-n2cnn(CCO)c2=O)sc1C(=O)NCc1cccnc1. Yields the product Cc1nc(-n2cnn(CCOCc3ccc(F)cc3)c2=O)sc1C(=O)NCc1cccnc1. As a reaction SMILES: [Br:28][CH2:29][c:30]1[cH:31][cH:32][c:33]([F:36])[cH:34][cH:35]1.[CH3:42][CH2:43][O:44][C:45](=[O:46])[CH3:47].[H-:26].[Na+:27].[O:37]1[CH2:38][CH2:39][CH2:40][CH2:41]1.[OH:1][CH2:2][CH2:3][n:4]1[n:5][cH:6][n:7](-[c:10]2[s:11][c:12]([C:16](=[O:17])[NH:18][CH2:19][c:20]3[cH:21][n:22][cH:23][cH:24][cH:25]3)[c:13]([CH3:15])[n:14]2)[c:8]1=[O:9]>>[O:1]([CH2:2][CH2:3][n:4]1[n:5][cH:6][n:7](-[c:10]2[s:11][c:12]([C:16](=[O:17])[NH:18][CH2:19][c:20]3[cH:21][n:22][cH:23][cH:24][cH:25]3)[c:13]([CH3:15])[n:14]2)[c:8]1=[O:9])[CH2:29][c:30]1[cH:31][cH:32][c:33]([F:36])[cH:34][cH:35]1. Reactants: BrCCOC=1C=C(C(=O)NC2=CC(=C(C=C2)Cl)C2=NC=CC=C2)C=CC1CS(=O)(=O)C (3-(2-Bromoethoxy)-N-(4-chloro-3-(pyridin-2-yl)phenyl)-4-(methylsulfonylmethyl)benzamide), C([O-])([O-])=O.[K+].[K+] (potassium carbonate), N1CCCC1 (pyrrolidine). Solvent: C(C)#N (acetonitrile), CN(C)C=O (DMF). Conditions: time 18 hour. Product: ClC1=C(C=C(C=C1)NC(C1=CC(=C(C=C1)CS(=O)(=O)C)OCCN1CCCC1)=O)C1=NC=CC=C1 (N-(4-chloro-3-(pyridin-2-yl)phenyl)-4-(methylsulfonylmethyl)-3-(2-(pyrrolidin-1-yl)ethoxy)benzamide). Yield: 76.8%. RXN SMILES: Br[CH2:2][CH2:3][O:4][C:5]1[CH:6]=[C:7]([CH:24]=[CH:25][C:26]=1[CH2:27][S:28]([CH3:31])(=[O:30])=[O:29])[C:8]([NH:10][C:11]1[CH:16]=[CH:15][C:14]([Cl:17])=[C:13]([C:18]2[CH:23]=[CH:22][CH:21]=[CH:20][N:19]=2)[CH:12]=1)=[O:9].C(=O)([O-])[O-].[K+].[K+].[NH:38]1[CH2:42][CH2:41][CH2:40][CH2:39]1>C(#N)C.CN(C=O)C>[Cl:17][C:14]1[CH:15]=[CH:16][C:11]([NH:10][C:8](=[O:9])[C:7]2[CH:24]=[CH:25][C:26]([CH2:27][S:28]([CH3:31])(=[O:30])=[O:29])=[C:5]([O:4][CH2:3][CH2:2][N:38]3[CH2:42][CH2:41][CH2:40][CH2:39]3)[CH:6]=2)=[CH:12][C:13]=1[C:18]1[CH:23]=[CH:22][CH:21]=[CH:20][N:19]=1 |f:1.2.3|. Procedure details: 3-(2-Bromoethoxy)-N-(4-chloro-3-(pyridin-2-yl)phenyl)-4-(methylsulfonylmethyl)benzamide (40 mg, 0.076 mmol) was dissolved in acetonitrile (1.0 ml) and DMF (1.0 ml), treated with potassium carbonate (16 mg, 0.12 mmol) and pyrrolidine (7 μl, 0.084 mmol), and stirred 18 hours at room temperature. The reaction was quenched in water and extracted with ethyl acetate twice. The ethyl acetate extracts were washed with water once, brine once, dried with MgSO4, and evaporated to an oil which was purified ...